Dataset: the Open Reaction Database (ORD), a public repository of structured organic reaction records. Task: describe an organic reaction: reactants, conditions, products, and yield Reactants: CN, CO, CCO, ClCCl, Clc1nc2ccccc2n2ccnc12, ClCCl, O. The product is CNc1nc2ccccc2n2ccnc12. RXN SMILES: [CH3:15][NH2:16].[CH3:21][OH:22].[CH3:23][CH2:24][OH:25].[Cl:18][CH2:19][Cl:20].[Cl:1][c:2]1[c:3]2[n:4]([c:5]3[cH:6][cH:7][cH:8][cH:9][c:10]3[n:11]1)[cH:12][cH:13][n:14]2.[Cl:26][CH2:27][Cl:28].[OH2:17]>>[c:2]1([NH:16][CH3:15])[c:3]2[n:4]([c:5]3[cH:6][cH:7][cH:8][cH:9][c:10]3[n:11]1)[cH:12][cH:13][n:14]2. The reactants are CN1CCCC1=O, CCN(C(C)C)C(C)C, NCCc1ccc(O)c(Cl)c1, CCc1cccc(Nc2nc(Cl)ncc2C(N)=O)c1, Cl, O. Product: CCc1cccc(Nc2nc(NCCc3ccc(O)c(Cl)c3)ncc2C(N)=O)c1. RXN SMILES: [CH3:1][N:2]1[CH2:3][CH2:4][CH2:5][C:6]1=[O:7].[CH:39]([N:40]([CH:41]([CH3:42])[CH3:43])[CH2:44][CH3:45])([CH3:46])[CH3:47].[Cl:28][c:29]1[cH:30][c:31]([CH2:36][CH2:37][NH2:38])[cH:32][cH:33][c:34]1[OH:35].[Cl:8][c:9]1[n:10][cH:11][c:12]([C:24](=[O:25])[NH2:26])[c:13]([NH:15][c:16]2[cH:17][c:18]([CH2:22][CH3:23])[cH:19][cH:20][cH:21]2)[n:14]1.[ClH:27].[OH2:48]>>[c:9]1([NH:38][CH2:37][CH2:36][c:31]2[cH:30][c:29]([Cl:28])[c:34]([OH:35])[cH:33][cH:32]2)[n:10][cH:11][c:12]([C:24](=[O:25])[NH2:26])[c:13]([NH:15][c:16]2[cH:17][c:18]([CH2:22][CH3:23])[cH:19][cH:20][cH:21]2)[n:14]1.